Dataset: the Open Reaction Database (ORD), a public repository of structured organic reaction records. Task: describe an organic reaction: reactants, conditions, products, and yield Reactants: COC(=O)CBr, O=C([O-])[O-], CN(C)C=O, Oc1cc(-c2ncc(C(F)(F)F)cc2Cl)ccc1Cl, [K+], [K+]. Yields the product COC(=O)COc1cc(-c2ncc(C(F)(F)F)cc2Cl)ccc1Cl. RXN SMILES: [Br:20][CH2:21][C:22](=[O:23])[O:24][CH3:25].[C:26](=[O:27])([O-:28])[O-:29].[CH3:32][N:33]([CH3:34])[CH:35]=[O:36].[Cl:1][c:2]1[c:3](-[c:12]2[cH:13][c:14]([OH:19])[c:15]([Cl:18])[cH:16][cH:17]2)[n:4][cH:5][c:6]([C:8]([F:9])([F:10])[F:11])[cH:7]1.[K+:30].[K+:31]>>[Cl:1][c:2]1[c:3](-[c:12]2[cH:13][c:14]([O:19][CH2:21][C:22](=[O:23])[O:24][CH3:25])[c:15]([Cl:18])[cH:16][cH:17]2)[n:4][cH:5][c:6]([C:8]([F:9])([F:10])[F:11])[cH:7]1. Starting materials: 47.5, N#N.O1C(=CC=C1)CC1=C(C(=NC=C1)N)N (N2 (2-furanylmethyl)-2,3-pyridinediamine), N=COCNC(OC)=O (methyl (iminomethoxymethyl)carbamate), C(C)(=O)O (acetic acid), CC1=CC=CC=C1 (methylbenzene). Run at time 16 hour. Product: 27.3, O1C(=CC=C1)CN1C(=NC=2C1=NC=CC2)N (3-(2-furanylmethyl)-3H-imidazo[4,5 -b]pyridin-2-amine). Yield: 51.0%. Reaction SMILES: N#N.O1C=CC=C1C[C:9]1[CH:14]=[CH:13][N:12]=[C:11]([NH2:15])[C:10]=1[NH2:16].N=COC[NH:21][C:22](=O)OC.[C:26]([OH:29])(=O)[CH3:27].[CH3:30][C:31]1C=CC=C[CH:32]=1>>[O:29]1[CH:32]=[CH:31][CH:30]=[C:26]1[CH2:27][N:15]1[C:11]2=[N:12][CH:13]=[CH:14][CH:9]=[C:10]2[N:16]=[C:22]1[NH2:21] |f:0.1|. Reported procedure: A mixture of 47.5 parts of N2 -(2-furanylmethyl)-2,3-pyridinediamine, 36.5 parts of methyl (iminomethoxymethyl)carbamate, 34.5 parts of acetic acid and 450 parts of methylbenzene was stirred and heated for 16 hours at 65°~68° C. The reaction mixture was evaporated. 140 Parts of potassium hydroxide, 50 parts of water and 400 parts of 2-propanol were added to the residue and stirring was continued for 16 hours at reflux. The reaction mixture was concentrated to 1/4 of its volume. 500 Parts of wate... Starting materials: O=C(CN1CCN(CC1)C1=CC(=NC=N1)N)N1CCCC1 (6-[4-(2-Oxo-2-pyrrolidin-1-ylethyl)piperazin-1-yl]pyrimidin-4-amine), [H-].[Na+] (sodium hydride), ClC=1SC(=CN1)C#N (2-chloro-1,3-thiazole-5-carbonitrile). Product: O=C(CN1CCN(CC1)C1=CC(=NC=N1)NC=1SC(=CN1)C#N)N1CCCC1 (2-({6-[4-(2-oxo-2-pyrrolidin-1-ylethyl)piperazin-1-yl]pyrimidin-4-yl}amino)-1,3-thiazole-5-carbonitrile). Reaction SMILES: [O:1]=[C:2]([N:17]1[CH2:21][CH2:20][CH2:19][CH2:18]1)[CH2:3][N:4]1[CH2:9][CH2:8][N:7]([C:10]2[N:15]=[CH:14][N:13]=[C:12]([NH2:16])[CH:11]=2)[CH2:6][CH2:5]1.[H-].[Na+].Cl[C:25]1[S:26][C:27]([C:30]#[N:31])=[CH:28][N:29]=1>>[O:1]=[C:2]([N:17]1[CH2:18][CH2:19][CH2:20][CH2:21]1)[CH2:3][N:4]1[CH2:5][CH2:6][N:7]([C:10]2[N:15]=[CH:14][N:13]=[C:12]([NH:16][C:25]3[S:26][C:27]([C:30]#[N:31])=[CH:28][N:29]=3)[CH:11]=2)[CH2:8][CH2:9]1 |f:1.2|. Procedure details: 6-[4-(2-Oxo-2-pyrrolidin-1-ylethyl)piperazin-1-yl]pyrimidin-4-amine 17-2 (0.60 g, 2.07 mmol) and sodium hydride (0.165 g, 4.13 mmol) and 2-chloro-1,3-thiazole-5-carbonitrile 2-2 (0.299 g, 2.07 mmol) were treated as in Scheme 4 above. The product was purified on a silica column. Hi-Res MS: calc: 399.1710 found: 399.1706. 1NMR (CDCl3): 9.40 ppm (s, 1H); 8.45 ppm (s, 1H); 7.88 ppm (s, 1H); 5.98 ppm (s, 1H); 3.68 ppm (s, 4H); 3.50 ppm (m, 4H); 3.21 ppm (s, 2H); 2.68 ppm (t, 4H); 1.98 ppm (m, 2H); 1.... The reactants are COC1=C(CN(S(=O)(=O)C2=C(C=C(C(=C2)F)O[C@@H]2[C@H](CC(CC2)(C)C)C2=CC=NN2C)F)C2=NC=NC=C2)C=CC(=C1)OC (N-(2,4-dimethoxybenzyl)-4-{[(1S*,2R*)-4,4-dimethyl-2-(1-methyl-1H-pyrazol-5-yl)cyclohexyl]oxy}-2,5-difluoro-N-(pyrimidin-4-yl)benzenesulfonamide), C(C)[SiH](CC)CC (triethylsilane), FC(C(=O)O)(F)F (trifluoroacetic acid). Solvent: ClCCl (dichloromethane). Product: CC1(C[C@@H]([C@H](CC1)OC1=CC(=C(C=C1F)S(=O)(=O)NC1=NC=NC=C1)F)C1=CC=NN1C)C (4-{[(1S*,2R*)-4,4-Dimethyl-2-(1-methyl-1H-pyrazol-5-yl)cyclohexyl]oxy}-2,5-difluoro-N-(pyrimidin-4-yl)benzenesulfonamide). Yield: 88.8%. As a reaction SMILES: COC1C=C(OC)C=CC=1C[N:6]([C:33]1[CH:38]=[CH:37][N:36]=[CH:35][N:34]=1)[S:7]([C:10]1[CH:15]=[C:14]([F:16])[C:13]([O:17][C@H:18]2[CH2:23][CH2:22][C:21]([CH3:25])([CH3:24])[CH2:20][C@@H:19]2[C:26]2[N:30]([CH3:31])[N:29]=[CH:28][CH:27]=2)=[CH:12][C:11]=1[F:32])(=[O:9])=[O:8].C([SiH](CC)CC)C.FC(F)(F)C(O)=O>ClCCl>[CH3:24][C:21]1([CH3:25])[CH2:22][CH2:23][C@H:18]([O:17][C:13]2[C:14]([F:16])=[CH:15][C:10]([S:7]([NH:6][C:33]3[CH:38]=[CH:37][N:36]=[CH:35][N:34]=3)(=[O:8])=[O:9])=[C:11]([F:32])[CH:12]=2)[C@@H:19]([C:26]2[N:30]([CH3:31])[N:29]=[CH:28][CH:27]=2)[CH2:20]1. Procedure: The reaction and aftertreatment were conducted in the same manner as in Example 1b by using the N-(2,4-dimethoxybenzyl)-4-{[(1S*,2R*)-4,4-dimethyl-2-(1-methyl-1H-pyrazol-5-yl)cyclohexyl]oxy}-2,5-difluoro-N-(pyrimidin-4-yl)benzenesulfonamide (293 mg, 0.467 mmol) prepared in Example 67e, triethylsilane (0.40 mL), trifluoroacetic acid (4.0 mL) and dichloromethane (4.0 mL), to yield the title compound (198 mg, 89%) as a colorless solid. Reactants: CCCC[N+](CCCC)(CCCC)CCCC, [F-], CC(C)(C)[Si](C)(C)OCCn1c2ccccc2c2cc(C(N)=O)c(N)nc21, C1CCOC1. The product is NC(=O)c1cc2c3ccccc3n(CCO)c2nc1N. As a reaction SMILES: [CH3:29][CH2:30][CH2:31][CH2:32][N+:33]([CH2:34][CH2:35][CH2:36][CH3:37])([CH2:38][CH2:39][CH2:40][CH3:41])[CH2:42][CH2:43][CH2:44][CH3:45].[F-:28].[NH2:1][c:2]1[c:3]([C:25](=[O:26])[NH2:27])[cH:4][c:5]2[c:6]([n:7]([CH2:14][CH2:15][O:16][Si:17]([C:18]([CH3:19])([CH3:20])[CH3:21])([CH3:22])[CH3:23])[c:8]3[cH:9][cH:10][cH:11][cH:12][c:13]23)[n:24]1.[O:46]1[CH2:47][CH2:48][CH2:49][CH2:50]1>>[NH2:1][c:2]1[c:3]([C:25](=[O:26])[NH2:27])[cH:4][c:5]2[c:6]([n:7]([CH2:14][CH2:15][OH:16])[c:8]3[cH:9][cH:10][cH:11][cH:12][c:13]23)[n:24]1. Reaction SMILES: [Br:1][CH2:2][CH2:3][CH2:4][CH2:5][CH2:6][O:7][CH2:8][CH2:9][c:10]1[cH:11][cH:12][c:13]([F:16])[cH:14][cH:15]1.[ClH:25].[NH2:17][CH2:18][c:19]1[cH:20][cH:21][cH:22][cH:23][cH:24]1.[OH2:26]>>[CH2:2]([CH2:3][CH2:4][CH2:5][CH2:6][O:7][CH2:8][CH2:9][c:10]1[cH:11][cH:12][c:13]([F:16])[cH:14][cH:15]1)[NH:17][CH2:18][c:19]1[cH:20][cH:21][cH:22][cH:23][cH:24]1.[ClH:25]. The product is Fc1ccc(CCOCCCCCNCc2ccccc2)cc1, Cl. The reactants are Fc1ccc(CCOCCCCCBr)cc1, Cl, NCc1ccccc1, O. Starting materials: CS(=O)(=O)O (Methanesulfonic acid), COC1=CC=C(C=C1)C1=C(C(C(O1)(C)C)=O)C1=CC=C(C=C1)OCC=1N=C2N(C(=CC=C2)C)C1 (5-(4-methoxyphenyl)-2,2-dimethyl-4-(4-((5-methylimidazo[1,2-a]pyridin-2-yl)methoxy)phenyl)furan-3(2H)-one). Run in C(Cl)Cl (DCM), C(C)OCC (diethyl ether). Reaction conditions: time 4 hour. Yields the product CS(=O)(=O)O.COC1=CC=C(C=C1)C1=C(C(C(O1)(C)C)=O)C1=CC=C(C=C1)OCC=1N=C2N(C(=CC=C2)C)C1 (5-(4-methoxyphenyl)-2,2-dimethyl-4-(4-((5-methylimidazo[1,2-a]pyridin-2-yl)methoxy)phenyl)furan-3(2H)-one methanesulfonate). The yield is 87.2%. RXN SMILES: [CH3:1][S:2]([OH:5])(=[O:4])=[O:3].[CH3:6][O:7][C:8]1[CH:13]=[CH:12][C:11]([C:14]2[O:18][C:17]([CH3:20])([CH3:19])[C:16](=[O:21])[C:15]=2[C:22]2[CH:27]=[CH:26][C:25]([O:28][CH2:29][C:30]3[N:31]=[C:32]4[CH:37]=[CH:36][CH:35]=[C:34]([CH3:38])[N:33]4[CH:39]=3)=[CH:24][CH:23]=2)=[CH:10][CH:9]=1>C(Cl)Cl.C(OCC)C>[CH3:1][S:2]([OH:5])(=[O:4])=[O:3].[CH3:6][O:7][C:8]1[CH:9]=[CH:10][C:11]([C:14]2[O:18][C:17]([CH3:20])([CH3:19])[C:16](=[O:21])[C:15]=2[C:22]2[CH:27]=[CH:26][C:25]([O:28][CH2:29][C:30]3[N:31]=[C:32]4[CH:37]=[CH:36][CH:35]=[C:34]([CH3:38])[N:33]4[CH:39]=3)=[CH:24][CH:23]=2)=[CH:12][CH:13]=1 |f:4.5|. Procedure: Methanesulfonic acid (53.1 mg, 0.5 mmol) was added to a solution of 5-(4-methoxyphenyl)-2,2-dimethyl-4-(4-((5-methylimidazo[1,2-a]pyridin-2-yl)methoxy)phenyl)furan-3(2H)-one (250 g, 0.5 mmol) in DCM (2.5 ml) and diethyl ether (50 mL) at RT under an atmosphere of nitrogen. The reaction mixture was stirred at RT for 4 h upon which, the solids were collected by filtration, washed with 20% DCM in diethyl ether, dried in vacuo to afford 5-(4-methoxyphenyl)-2,2-dimethyl-4-(4-((5-methylimidazo[1,2-a]py...